Dataset: the Open Reaction Database (ORD), a public repository of structured organic reaction records. Task: describe an organic reaction: reactants, conditions, products, and yield Starting materials: II (iodine), [OH-].[Na+] (sodium hydroxide), BrC1=CC=C(C=C1)F (1-bromo-4-fluorobenzene), solution, C(CCC)[Li] (butyl lithium), ClC1=CC=NC2=CC=C(C=C12)Cl (4,6-dichloroquinoline). The solvent is O (water), CCOCC (ether), CCCCCC (hexane), O1CCCC1 (tetrahydrofuran). Run at time 15 minute. Yields the product ClC1=CC(=NC2=CC=C(C=C12)Cl)C1=CC=C(C=C1)F (4,6-Dichloro-2-(4-fluorophenyl)quinoline). Yield: 48.8%. As a reaction SMILES: Br[C:2]1[CH:7]=[CH:6][C:5]([F:8])=[CH:4][CH:3]=1.C([Li])CCC.[Cl:14][C:15]1[C:24]2[C:19](=[CH:20][CH:21]=[C:22]([Cl:25])[CH:23]=2)[N:18]=[CH:17][CH:16]=1.II.[OH-].[Na+]>CCOCC.CCCCCC.O1CCCC1.O>[Cl:14][C:15]1[C:24]2[C:19](=[CH:20][CH:21]=[C:22]([Cl:25])[CH:23]=2)[N:18]=[C:17]([C:2]2[CH:7]=[CH:6][C:5]([F:8])=[CH:4][CH:3]=2)[CH:16]=1 |f:4.5|. Procedure: To a solution of 5.5 ml (50 mmol) of 1-bromo-4-fluorobenzene in 70 ml of ether cooled to -40° was added 21 ml of a 2.4M solution of butyl lithium in hexane while maintaining the temperature below -15°. This mixture was stirred at -15° for 15 min. A solution of 7.42 g (40 mmol) of 4,6-dichloroquinoline in 40 ml of tetrahydrofuran was added while maintaining the temperature at -20°. It was allowed to warm to 0° during 15 min. To the reaction mixture was then added 10 ml of water and 10.16 g (40 mm... Reactants: OC1=CC=CC2=C3C=CC=CC3=C(N=C12)F (4-hydroxy-6-fluorophenanthridine), Cl.NC1=C(C=C(C=C1)N(CC)CC)C (2-amino-5-diethylaminotoluene hydrochloride), C(C)O (ethanol), N (ammonia). The reagents and catalysts are [N+](=O)([O-])[O-].[Ag+] (silver nitrate). Run in O (water), O (water). Conditions: time 24 hour. Yields the product CCCCCC.C(C)(=O)OCC (hexane ethyl acetate). Isolated yield 27.1%. As a reaction SMILES: [OH:1][C:2]1[C:15]2[C:6](=C3C(=C(F)N=2)C=CC=C3)[CH:5]=[CH:4][CH:3]=1.Cl.NC1C=CC(N(CC)CC)=CC=1C.[CH2:31]([OH:33])[CH3:32].N>O.[N+]([O-])([O-])=O.[Ag+]>[CH3:6][CH2:15][CH2:2][CH2:3][CH2:4][CH3:5].[C:31]([O:1][CH2:2][CH3:15])(=[O:33])[CH3:32] |f:1.2,6.7,8.9|. Procedure details: While stirring a mixture comprising 59 mg of 4-hydroxy-6-fluorophenanthridine, 85 mg of 2-amino-5-diethylaminotoluene hydrochloride (21) and 4 ml of ethanol at 20° C., a solution comprising 258 mg of silver nitrate dissolved in 0.8 ml of water was added thereto drop-by-drop. Next, with 0.84 ml of 25% ammonia solution added, reaction was allowed to proceed at 20° C. for a period of 24 hr. After the completion of the reaction, the reacted solution was introduced into water. After extraction by chl...